From a dataset of the Open Reaction Database (ORD), a public repository of structured organic reaction records. describe an organic reaction: reactants, conditions, products, and yield Starting materials: ClC(C=1C=C(OC1COC)C=1C=CC(=NC1)OC)C1CCCCC1 (5-{4-[chloro(cyclohexyl)methyl]-5-(methoxymethyl)furan-2-yl}-2-methoxypyridine), NC1=CC=C(C=C1)C(=O)N(CCC(=O)OCC)C (ethyl 3-{[(4-aminophenyl)carbonyl](methyl)amino}propanoate), C([O-])([O-])=O.[Na+].[Na+] (sodium carbonate), [I-].[Na+] (sodium iodide). Run in CN(C(C)=O)C (N,N-dimethylacetamide), O (water). Run at temperature 80 celsius, time 8 hour. Yields the product C1(CCCCC1)C(C1=C(OC(=C1)C=1C=NC(=CC1)OC)COC)NC1=CC=C(C=C1)C(=O)N(CCC(=O)O)C (3-[{[4-({cyclohexyl[2-(methoxymethyl)-5-(6-methoxypyridin-3-yl)furan-3-yl]methyl}amino)phenyl]carbonyl}(methyl)amino]propanoic acid). Isolated yield 14.9%. Reaction SMILES: Cl[CH:2]([CH:19]1[CH2:24][CH2:23][CH2:22][CH2:21][CH2:20]1)[C:3]1[CH:4]=[C:5]([C:11]2[CH:12]=[CH:13][C:14]([O:17][CH3:18])=[N:15][CH:16]=2)[O:6][C:7]=1[CH2:8][O:9][CH3:10].[NH2:25][C:26]1[CH:31]=[CH:30][C:29]([C:32]([N:34]([CH3:42])[CH2:35][CH2:36][C:37]([O:39]CC)=[O:38])=[O:33])=[CH:28][CH:27]=1.C(=O)([O-])[O-].[Na+].[Na+].[I-].[Na+]>CN(C)C(=O)C.O>[CH:19]1([CH:2]([NH:25][C:26]2[CH:27]=[CH:28][C:29]([C:32]([N:34]([CH3:42])[CH2:35][CH2:36][C:37]([OH:39])=[O:38])=[O:33])=[CH:30][CH:31]=2)[C:3]2[CH:4]=[C:5]([C:11]3[CH:16]=[N:15][C:14]([O:17][CH3:18])=[CH:13][CH:12]=3)[O:6][C:7]=2[CH2:8][O:9][CH3:10])[CH2:24][CH2:23][CH2:22][CH2:21][CH2:20]1 |f:2.3.4,5.6|. Reported procedure: A mixture of 5-{4-[chloro(cyclohexyl)methyl]-5-(methoxymethyl)furan-2-yl}-2-methoxypyridine (0.4 g), ethyl 3-{[(4-aminophenyl)carbonyl](methyl)amino}propanoate (0.4 g), sodium carbonate (0.2 g) and sodium iodide (0.2 g) in N,N-dimethylacetamide (10 mL) was stirred overnight at 80° C. The reaction mixture was poured into water, and the mixture was extracted with ethyl acetate. The organic layer was washed with saturated brine, and dried over magnesium sulfate. The solvent was evaporated under red...